From a dataset of the Open Reaction Database (ORD), a public repository of structured organic reaction records. describe an organic reaction: reactants, conditions, products, and yield As a reaction SMILES: C[O:2][C:3]1([O:50]C)[C:11](=[O:12])[C:10]2[C:5](=[CH:6][CH:7]=[C:8]([C:13]3[CH:18]=[C:17]([C:19]4[CH:20]=[C:21]5[C:25](=[CH:26][CH:27]=4)[C:24](=[O:28])[C:23]([O:31]C)([O:29]C)[C:22]5=[O:33])[CH:16]=[C:15]([C:34]4[CH:35]=[C:36]5[C:40](=[CH:41][CH:42]=4)[C:39](=[O:43])[C:38]([O:46]C)([O:44]C)[C:37]5=[O:48])[CH:14]=3)[CH:9]=2)[C:4]1=[O:49].C(O)(=O)C.Br>O>[OH:31][C:23]1([OH:29])[C:22](=[O:33])[C:21]2[C:25](=[CH:26][CH:27]=[C:19]([C:17]3[CH:16]=[C:15]([C:34]4[CH:35]=[C:36]5[C:40](=[CH:41][CH:42]=4)[C:39](=[O:43])[C:38]([OH:46])([OH:44])[C:37]5=[O:48])[CH:14]=[C:13]([C:8]4[CH:9]=[C:10]5[C:5](=[CH:6][CH:7]=4)[C:4](=[O:49])[C:3]([OH:50])([OH:2])[C:11]5=[O:12])[CH:18]=3)[CH:20]=2)[C:24]1=[O:28]. The yield is 87.3%. The solvent is O (water), O (water). Yields the product OC1(C(C2=CC=C(C=C2C1=O)C1=CC(=CC(=C1)C=1C=C2C(C(C(C2=CC1)=O)(O)O)=O)C=1C=C2C(C(C(C2=CC1)=O)(O)O)=O)=O)O (1,3,5-tris(2,2-dihydroxy-1,3-dioxoindan-5-yl)benzene). Reaction conditions: temperature 110 celsius. Procedure details: 1,3,5-tris(2,2-dimethoxy-1,3-dioxoindan-5-yl)benzene (26) (101 mg, 0.146 mmol) was suspended in a solvent mixture of 2 ml of acetic acid and 2 ml of water, and the suspension was mixed with 2 ml of 47% hydrobromic acid. The mixture was refluxed at 110° C. for 1.5 hours. After it was cooled to room temperature, the reaction solution was diluted with water, and the resulting solid was filtered and dried, to obtain 77.3 mg (87%) of 1,3,5-tris(2,2-dihydroxy-1,3-dioxoindan-5-yl)benzene (27) in the fo... The reactants are COC1(C(C2=CC=C(C=C2C1=O)C1=CC(=CC(=C1)C=1C=C2C(C(C(C2=CC1)=O)(OC)OC)=O)C=1C=C2C(C(C(C2=CC1)=O)(OC)OC)=O)=O)OC (1,3,5-tris(2,2-dimethoxy-1,3-dioxoindan-5-yl)benzene), C(C)(=O)O (acetic acid), Br (hydrobromic acid). RXN SMILES: [OH:1][C:2]1[CH:7]=[CH:6][C:5]([CH2:8][CH2:9][CH2:10][CH2:11][CH2:12][CH2:13][C:14]2[CH:19]=[CH:18][C:17]([OH:20])=[C:16]([N+:21]([O-])=O)[CH:15]=2)=[CH:4][C:3]=1[N+:24]([O-])=O>C(OCC)(=O)C.CO.[Pd]>[NH2:21][C:16]1[CH:15]=[C:14]([CH2:13][CH2:12][CH2:11][CH2:10][CH2:9][CH2:8][C:5]2[CH:6]=[CH:7][C:2]([OH:1])=[C:3]([NH2:24])[CH:4]=2)[CH:19]=[CH:18][C:17]=1[OH:20] |f:1.2|. Isolated yield 96.0%. The solvent is C(C)(=O)OCC.CO (ethyl acetate methanol). Reagents/catalysts: [Pd] (palladium on carbon). Product: NC=1C=C(C=CC1O)CCCCCCC1=CC(=C(C=C1)O)N (1,6-Bis(3-amino-4-hydroxyphenyl)hexane). Reported procedure: A solution of 7.0 g of 1,6-bis(4-hydroxy-3-nitrophenyl)hexane of Example 4 in ethyl acetate:methanol (3:1) and 400 mg of 5% palladium on carbon was hydrogenated on a Parr hydrogenation apparatus for 3 hours. After filtration and removal of solvent, 5.6 g of off-white solid was obtained. The reactants are OC1=C(C=C(C=C1)CCCCCCC1=CC(=C(C=C1)O)[N+](=O)[O-])[N+](=O)[O-] (1,6-Bis(4-hydroxy-3-nitrophenyl)hexane). Reactants: ClC1=CC2=C(SC3=C(C(C2)Cl)C=CC(=C3)F)C=C1 (2,10-dichloro-7-fluoro-10,11-dihydro-dibenzo[b,f]thiepin), CN1CCNCC1 (N-methylpiperazine). Yields the product ClC1=CC2=C(SC3=C(C(C2)N2CCN(CC2)C)C=CC(=C3)F)C=C1 (1-(2-chloro-7-fluoro-10,11-dihydro-dibenzo[b,f]thiepin-10-yl)-4-methylpiperazine). Reaction SMILES: [Cl:1][C:2]1[CH:18]=[CH:17][C:5]2[S:6][C:7]3[CH:15]=[C:14]([F:16])[CH:13]=[CH:12][C:8]=3[CH:9](Cl)[CH2:10][C:4]=2[CH:3]=1.[CH3:19][N:20]1[CH2:25][CH2:24][NH:23][CH2:22][CH2:21]1>>[Cl:1][C:2]1[CH:18]=[CH:17][C:5]2[S:6][C:7]3[CH:15]=[C:14]([F:16])[CH:13]=[CH:12][C:8]=3[CH:9]([N:23]3[CH2:24][CH2:25][N:20]([CH3:19])[CH2:21][CH2:22]3)[CH2:10][C:4]=2[CH:3]=1. Procedure: 12 g of 2,10-dichloro-7-fluoro-10,11-dihydro-dibenzo[b,f]thiepin are heated for 10 minutes together with 16 g of N-methylpiperazine at an external temperature of 120°-130°. After cooling the reaction mixture is poured on water and extracted with ether. The organic phase is washed with water and subsequently treated with 2 N hydrochloric acid. A precipitate is obtained. The mixture is extracted with ether, made alkaline and subsequently again extracted with ether. The organic phase is washed with... Procedure details: The title compound as its hydrochloride, m.p. 228° C. (decomp.), was prepared by the method of Example 52 using 3-naphthyloxypropyl bromide (2.07 g.), 4-benzamidopiperidine (1.8 g.) and anhydrous potassium carbonate (1.24 g.). (Found: C, 70.4; H, 7.0; N, 6.6. C25H28N2O2HCl requires C, 70.65; H, 6.9; N, 6.6%). Yields the product C1(=CC=CC2=CC=CC=C12)OCCCN1CCC(CC1)NC(C1=CC=CC=C1)=O (1-[3-(1-Naphthyloxy)-propyl]-4-benzamidopiperidine). Reactants: Cl (hydrochloride), C1(=CC=CC2=CC=CC=C12)OCCCBr (3-naphthyloxypropyl bromide), C(C1=CC=CC=C1)(=O)NC1CCNCC1 (4-benzamidopiperidine), C([O-])([O-])=O.[K+].[K+] (potassium carbonate). As a reaction SMILES: Cl.[C:2]1([O:12][CH2:13][CH2:14][CH2:15]Br)[C:11]2[C:6](=[CH:7][CH:8]=[CH:9][CH:10]=2)[CH:5]=[CH:4][CH:3]=1.[C:17]([NH:25][CH:26]1[CH2:31][CH2:30][NH:29][CH2:28][CH2:27]1)(=[O:24])[C:18]1[CH:23]=[CH:22][CH:21]=[CH:20][CH:19]=1.C(=O)([O-])[O-].[K+].[K+]>>[C:2]1([O:12][CH2:13][CH2:14][CH2:15][N:29]2[CH2:30][CH2:31][CH:26]([NH:25][C:17](=[O:24])[C:18]3[CH:23]=[CH:22][CH:21]=[CH:20][CH:19]=3)[CH2:27][CH2:28]2)[C:11]2[C:6](=[CH:7][CH:8]=[CH:9][CH:10]=2)[CH:5]=[CH:4][CH:3]=1 |f:3.4.5|. Starting materials: [H][H], CN(C)S(=O)(=O)Cc1ccccc1[N+](=O)[O-]. Yields the product CN(C)S(=O)(=O)Cc1ccccc1N. Reaction SMILES: [H:17][H:18].[N+:1]([O-:2])(=[O:3])[c:4]1[c:5]([CH2:6][S:7](=[O:8])(=[O:9])[N:10]([CH3:11])[CH3:12])[cH:13][cH:14][cH:15][cH:16]1>>[NH2:1][c:4]1[c:5]([CH2:6][S:7](=[O:8])(=[O:9])[N:10]([CH3:11])[CH3:12])[cH:13][cH:14][cH:15][cH:16]1.